This data is from the Open Reaction Database (ORD), a public repository of structured organic reaction records. The task is: describe an organic reaction: reactants, conditions, products, and yield The reactants are C1OC2(C3=C(C=CC4=C2C=CC(=C4)C(C(=O)O)C)C=CC=C3)OC1 (2-(5,5-ethylenedioxy-5H-dibenzo[a,d]cyclohepten-2-yl)propionic acid), CC(=O)C (acetone), N-hydrochloric acid. The solvent is O (water). Product: C1=C(C=CC=2C(C3=C(C=CC21)C=CC=C3)=O)C(C(=O)O)C (2-(5H-dibenzo[a,d]cyclohepten-5-on-2-yl)propionic acid). The yield is 90.0%. RXN SMILES: C1CO[C:3]2([C:9]3[CH:10]=[CH:11][C:12]([CH:14]([CH3:18])[C:15]([OH:17])=[O:16])=[CH:13][C:8]=3[CH:7]=[CH:6][C:5]3[CH:19]=[CH:20][CH:21]=[CH:22][C:4]2=3)[O:2]1.CC(C)=O>O>[CH:13]1[C:8]2[CH:7]=[CH:6][C:5]3[CH:19]=[CH:20][CH:21]=[CH:22][C:4]=3[C:3](=[O:2])[C:9]=2[CH:10]=[CH:11][C:12]=1[CH:14]([CH3:18])[C:15]([OH:17])=[O:16]. Procedure details: 2.0 Gm. of 2-(5,5-ethylenedioxy-5H-dibenzo[a,d]cyclohepten-2-yl)propionic acid is dissolved in 20 ml. of acetone and to the solution is added 20 ml. of N-hydrochloric acid. The mixture is refluxed for 1 hour, then cooled, diluted with water, and extracted with ethyl acetate. The extract is washed, dried and evaporated to give a 90% yield of 2-(5H-dibenzo[a,d]cyclohepten-5-on-2-yl)propionic acid, m.p. (chloroform-hexane) 138°-139° C.; m.p. (acetone-hexane) 113°-115° C. Use of 2-(5,5-ethylenedioxy... Reactants: O=C(Cl)c1ccccc1, Cl, CN(C)CCCN, [Na+], O, O=C([O-])O. Product: CN(C)CCCNC(=O)c1ccccc1. RXN SMILES: [C:13]([c:14]1[cH:15][cH:16][cH:17][cH:18][cH:19]1)(=[O:20])[Cl:21].[ClH:22].[NH2:1][CH2:2][CH2:3][CH2:4][N:5]([CH3:6])[CH3:7].[Na+:8].[OH2:23].[OH:9][C:10](=[O:11])[O-:12]>>[NH:1]([CH2:2][CH2:3][CH2:4][N:5]([CH3:6])[CH3:7])[C:13]([c:14]1[cH:15][cH:16][cH:17][cH:18][cH:19]1)=[O:20].